From a dataset of the Open Reaction Database (ORD), a public repository of structured organic reaction records. describe an organic reaction: reactants, conditions, products, and yield Yields the product C(C1=CC=CC=C1)OC1=CC=C(C=C1)N(CC(C)(C)NC([C@H](CC(C)C)N(CCC(C)C)C)=O)CC=C(C)C ((S)-4-Methyl-2-[methyl-(3-methyl-butyl)-amino]-pentanoic acid {2-[(4-benzyloxy-phenyl)-(3-methyl-but-2-enyl)-amino]-1,1-dimethyl-ethyl}-amide). Run at temperature 0 celsius, time 30 minute. RXN SMILES: [CH2:1]([O:8][C:9]1[CH:14]=[CH:13][C:12]([N:15]([CH2:30][CH:31]=[C:32]([CH3:34])[CH3:33])[CH2:16][C:17]([NH:20][C:21](=[O:29])[C@@H:22]([NH:27][CH3:28])[CH2:23][CH:24]([CH3:26])[CH3:25])([CH3:19])[CH3:18])=[CH:11][CH:10]=1)[C:2]1[CH:7]=[CH:6][CH:5]=[CH:4][CH:3]=1.C(=O)[CH2:36][CH:37]([CH3:39])[CH3:38].[BH-](OC(C)=O)(OC(C)=O)O[C:43](C)=O.[Na+]>C(Cl)Cl>[CH2:1]([O:8][C:9]1[CH:14]=[CH:13][C:12]([N:15]([CH2:30][CH:31]=[C:32]([CH3:33])[CH3:34])[CH2:16][C:17]([NH:20][C:21](=[O:29])[C@@H:22]([N:27]([CH3:43])[CH2:28][CH2:36][CH:37]([CH3:39])[CH3:38])[CH2:23][CH:24]([CH3:26])[CH3:25])([CH3:19])[CH3:18])=[CH:11][CH:10]=1)[C:2]1[CH:3]=[CH:4][CH:5]=[CH:6][CH:7]=1 |f:2.3|. The reactants are C(CC(C)C)=O (isovaleraldehyde), C(C1=CC=CC=C1)OC1=CC=C(C=C1)N(CC(C)(C)NC([C@H](CC(C)C)NC)=O)CC=C(C)C ((S)-4-Methyl-2-methylamino-pentanoic acid {2-[(4-benzyloxy-phenyl)-(3-methyl-but-2-enyl)-amino]-1,1-dimethyl-ethyl}-amide), [BH-](OC(=O)C)(OC(=O)C)OC(=O)C.[Na+] (NaBH(OAc)3). Run in C(Cl)Cl (CH2Cl2). Procedure details: (S)-4-Methyl-2-methylamino-pentanoic acid {2-[(4-benzyloxy-phenyl)-(3-methyl-but-2-enyl)-amino]-1,1-dimethyl-ethyl}-amide (XIa, 0.67 mmol) was dissolved in CH2Cl2 (10 mL), treated with isovaleraldehyde (60.2 mg, 0.7 mmol), and stirred for 30 minutes. The reaction was cooled to 0° C. and NaBH(OAc)3 (212 mg, 1 mmol) was added. The mixture was stirred at room temperature for 15 hours, then washed with saturated sodium bicarbonate solution and concentrated. The residue was chromatographed on silica ...